This data is from the Open Reaction Database (ORD), a public repository of structured organic reaction records. The task is: describe an organic reaction: reactants, conditions, products, and yield Starting materials: C(C)S(=O)(=O)N1CCC(CC1)C1=CNC2=C(C=C(C=C12)C1=CC=C(C=C1)CCNC)C(=O)N (3-[1-(ethylsulfonyl)-4-piperidinyl]-5-{4-[2-(methylamino)ethyl]phenyl}-1H-indole-7-carboxamide), CN (methylamine), O1CCCC1 (tetrahydrofuran). Product: C(C)S(=O)(=O)N1CCC(CC1)C1=CNC2=C(C=C(C=C12)C1=CC=C(C=C1)CCNCCC)C(=O)N (3-[1-(ethylsulfonyl)-4-piperidinyl]-5-{4-[2-(propylamino)ethyl]phenyl}-1H-indole-7-carboxamide). The yield is 27.5%. Reaction SMILES: [CH2:1]([S:3]([N:6]1[CH2:11][CH2:10][CH:9]([C:12]2[C:20]3[C:15](=[C:16]([C:31]([NH2:33])=[O:32])[CH:17]=[C:18]([C:21]4[CH:26]=[CH:25][C:24]([CH2:27][CH2:28][NH:29][CH3:30])=[CH:23][CH:22]=4)[CH:19]=3)[NH:14][CH:13]=2)[CH2:8][CH2:7]1)(=[O:5])=[O:4])[CH3:2].CN.O1CC[CH2:38][CH2:37]1>>[CH2:1]([S:3]([N:6]1[CH2:11][CH2:10][CH:9]([C:12]2[C:20]3[C:15](=[C:16]([C:31]([NH2:33])=[O:32])[CH:17]=[C:18]([C:21]4[CH:22]=[CH:23][C:24]([CH2:27][CH2:28][NH:29][CH2:30][CH2:37][CH3:38])=[CH:25][CH:26]=4)[CH:19]=3)[NH:14][CH:13]=2)[CH2:8][CH2:7]1)(=[O:5])=[O:4])[CH3:2]. Reported procedure: The title compound was prepared according to the general procedure of 3-[1-(ethylsulfonyl)-4-piperidinyl]-5-{4-[2-(methylamino)ethyl]phenyl}-1H-indole-7-carboxamide, substituting 2 M propylamine in tetrahydrofuran (0.4 mL) for methylamine to afford 15 mg of the title compound (27.5%). Starting materials: ClC=1C=C(C=CC1)N=C=O (m-chlorophenylisocyanate), CN1CC(=O)N=C1N (creatinine). The solvent is CN(C=O)C (dimethylformamide). Run at time 2 hour. Yields the product ClC=1C=C(C=CC1)NC(=O)N=C1N(CC(N1)=O)C (1-m-chlorophenyl-3-(1-methyl-4-oxo-2-imidazolidinylidene)urea). As a reaction SMILES: [CH3:1][N:2]1[C:7]([NH2:8])=[N:6][C:4](=[O:5])[CH2:3]1.[Cl:9][C:10]1[CH:11]=[C:12]([N:16]=[C:17]=[O:18])[CH:13]=[CH:14][CH:15]=1>CN(C)C=O>[Cl:9][C:10]1[CH:11]=[C:12]([NH:16][C:17]([N:8]=[C:7]2[NH:6][C:4](=[O:5])[CH2:3][N:2]2[CH3:1])=[O:18])[CH:13]=[CH:14][CH:15]=1. Procedure: To a suspension of creatinine (5.66 g, 0.05 mole) in 150 ml. of dry dimethylformamide (DMF) is added 7.68 g (0.05 mole) of m-chlorophenylisocyanate. The mixture is stirred for 2 hours and heated on a steam bath for 30 minutes. During this time the solution becomes clear (yellow). The solution is filtered and the filtrate cooled. Ice and ice-water are added to the filtrate. A light yellow solid precipitates and is filtered off. After recrystallizations from acetone-methanol and tetrahydrofuran-et...